This data is from the Open Reaction Database (ORD), a public repository of structured organic reaction records. The task is: describe an organic reaction: reactants, conditions, products, and yield The reactants are C1(=CCCCC1)C1=CC(=C2C(=N1)CCC2)NC2=CC=C(C=C2)CC(=O)OCC (ethyl 2-(4-((2-(cyclohex-1-en-1-yl)-6,7-dihydro-5H-cyclopenta[b]pyridin-4-yl)amino)phenyl)acetate), [H][H] (hydrogen). The reagents and catalysts are [Pd] (palladium on carbon). The solvent is C(C)O (ethanol). Product: C1(CCCCC1)C1=CC(=C2C(=N1)CCC2)NC2=CC=C(C=C2)CC(=O)OCC (ethyl 2-(4-((2-cyclohexyl-6,7-dihydro-5H-cyclopenta[b]pyridin-4-yl)amino)phenyl)acetate). Yield: 107.3%. As a reaction SMILES: [C:1]1([C:7]2[N:12]=[C:11]3[CH2:13][CH2:14][CH2:15][C:10]3=[C:9]([NH:16][C:17]3[CH:22]=[CH:21][C:20]([CH2:23][C:24]([O:26][CH2:27][CH3:28])=[O:25])=[CH:19][CH:18]=3)[CH:8]=2)[CH2:6][CH2:5][CH2:4][CH2:3][CH:2]=1.[H][H]>C(O)C.[Pd]>[CH:1]1([C:7]2[N:12]=[C:11]3[CH2:13][CH2:14][CH2:15][C:10]3=[C:9]([NH:16][C:17]3[CH:22]=[CH:21][C:20]([CH2:23][C:24]([O:26][CH2:27][CH3:28])=[O:25])=[CH:19][CH:18]=3)[CH:8]=2)[CH2:2][CH2:3][CH2:4][CH2:5][CH2:6]1. Procedure: To a solution of ethyl 2-(4-((2-(cyclohex-1-en-1-yl)-6,7-dihydro-5H-cyclopenta[b]pyridin-4-yl)amino)phenyl)acetate (0.120 g, 0.32 mmol) in ethanol (10 mL) was added 10% palladium on carbon (0.020 g) and the mixture stirred at under an atmosphere of hydrogen at rt for 16 h. After this time, the mixture was filtered over celite, concentrated, and purified by column chromatography (silica, dichloromethane/methanol) to afford the title compound (0.130 g, 100%) as an off-white solid. MW=378.51. 1H NM... Reactants: N(=O)[O-].[Na+] (NaNO2), FC(OC1=CC=C(OC2=CC=C(N)C=C2)C=C1)(F)F (4-(4-trifluoromethoxyphenoxy)-aniline), ice, solution, CCOC(=S)[S-].[K+] (potassium xanthate). Run in O (water), Cl (HCl). The product is C(SC1=CC=C(C=C1)OC1=CC=C(C=C1)OC(F)(F)F)(OCC)=S (O-ethyl S-(4-(4-(trifluoromethoxy)phenoxy)phenyl) dithiocarbonate). RXN SMILES: [F:1][C:2]([F:19])([F:18])[O:3][C:4]1[CH:17]=[CH:16][C:7]([O:8][C:9]2[CH:15]=[CH:14][C:12](N)=[CH:11][CH:10]=2)=[CH:6][CH:5]=1.N([O-])=O.[Na+].[CH3:24][CH2:25][O:26][C:27]([S-:29])=[S:28].[K+]>Cl.O>[C:27](=[S:28])([O:26][CH2:25][CH3:24])[S:29][C:12]1[CH:14]=[CH:15][C:9]([O:8][C:7]2[CH:16]=[CH:17][C:4]([O:3][C:2]([F:19])([F:18])[F:1])=[CH:5][CH:6]=2)=[CH:10][CH:11]=1 |f:1.2,3.4|. Procedure: Reaction of 4-fluoro-nitrobenzene with 4-trifluoromethoxyphenol in the presence of KOtBu as described in Example 74A, followed by reduction of the nitro group (hydrogen, 10% Pd/C) gave 4-(4-trifluoromethoxyphenoxy)-aniline. The aniline (4.58 g, 17 mmol) was dissolved in conc. HCl (3.1 mL) and ice (4.5 g) cooled to −5 C., then treated with a solution of NaNO2 (1.17 g, 17 mmol) in water (7mL) which was added dropwise. The cold soltion was added to an aqueous (7 mL) solution of potassium xanthate (... Reactants: Cl.C(C#C)ON (O-(2-propynyl)hydroxylamine hydrochloride), CO (methanol), O.Cl.Cl.NCC(=O)CN (1,3-diaminoacetone dihydrochloride monohydrate). Product: Cl.C(C#C)ON=C1CN=CNC1 (1,6-Dihydro-5(4H)-pyrimidinone O-(2-propynyl)oxime monohydrochloride). The yield is 36.0%. Reaction SMILES: O.[ClH:2].Cl.[NH2:4][CH2:5][C:6]([CH2:8][NH2:9])=O.Cl.[CH2:11]([O:14][NH2:15])[C:12]#[CH:13].[CH3:16]O>>[ClH:2].[CH2:11]([O:14][N:15]=[C:6]1[CH2:8][NH:9][CH:16]=[N:4][CH2:5]1)[C:12]#[CH:13] |f:0.1.2.3,4.5,7.8|. Procedure: 1,3-diaminoacetone dihydrochloride monohydrate (1.10 g, 6.14 mmol) was dissolved in refluxing methanol and O-(2-propynyl)hydroxylamine hydrochloride (0.730 g, 6.75 mmol) was added. After refluxing for 48 hours the solvent was evaporated. The crude product was dissolved in methanol and an excess of trimethylorthoformate was added to the reaction mixture and heated to reflux. After 24 hours the solvent was removed in vacuo. Crystallization from methanol/ethyl acetate afforded 410 mg (36%) of light...